Dataset: the Open Reaction Database (ORD), a public repository of structured organic reaction records. Task: describe an organic reaction: reactants, conditions, products, and yield Product: Cc1nc(-c2ncc(C(=O)NC3CCOCC3)cn2)no1. RXN SMILES: [CH3:1][c:2]1[n:3][c:4](-[c:7]2[n:8][cH:9][c:10]([C:13](=[O:14])[OH:15])[cH:11][n:12]2)[n:5][o:6]1.[Cl:33][CH2:34][Cl:35].[O:26]1[CH2:27][CH2:28][CH:29]([NH2:32])[CH2:30][CH2:31]1.[OH:16][n:17]1[c:18]2[cH:19][cH:20][cH:21][cH:22][c:23]2[n:24][n:25]1>>[CH3:1][c:2]1[n:3][c:4](-[c:7]2[n:8][cH:9][c:10]([C:13](=[O:15])[NH:32][CH:29]3[CH2:28][CH2:27][O:26][CH2:31][CH2:30]3)[cH:11][n:12]2)[n:5][o:6]1. Starting materials: Cc1nc(-c2ncc(C(=O)O)cn2)no1, ClCCl, NC1CCOCC1, On1nnc2ccccc21.